From a dataset of the Open Reaction Database (ORD), a public repository of structured organic reaction records. describe an organic reaction: reactants, conditions, products, and yield Starting materials: CN1CCCC1=O, CC1Cc2[nH]c3ccc(Cl)cc3c2CN1C, C=Cc1ccc(C(F)(F)F)nc1, [K+], [OH-]. Product: CC1Cc2c(c3cc(Cl)ccc3n2CCc2ccc(C(F)(F)F)nc2)CN1C. Reaction SMILES: [CH3:31][N:32]1[CH2:33][CH2:34][CH2:35][C:36]1=[O:37].[Cl:1][c:2]1[cH:3][c:4]2[c:5]3[c:6]([nH:7][c:8]2[cH:9][cH:10]1)[CH2:11][CH:12]([CH3:16])[N:13]([CH3:15])[CH2:14]3.[F:17][C:18]([c:19]1[n:20][cH:21][c:22]([CH:25]=[CH2:26])[cH:23][cH:24]1)([F:27])[F:28].[K+:30].[OH-:29]>>[Cl:1][c:2]1[cH:3][c:4]2[c:5]3[c:6]([n:7]([CH2:26][CH2:25][c:22]4[cH:21][n:20][c:19]([C:18]([F:17])([F:27])[F:28])[cH:24][cH:23]4)[c:8]2[cH:9][cH:10]1)[CH2:11][CH:12]([CH3:16])[N:13]([CH3:15])[CH2:14]3. Reactants: NC1=NC(=CC(=[N+]1[O-])N)Cl (2,4-diamino-6-chloropyrimidine-3-oxide), [OH-].[Na+] (sodium hydroxide), CC=1C=CC=CC1C (o-xylene), N1CC=CCC1 (1,2,5,6-tetrahydropyridine). Solvent: O (water). Reaction conditions: temperature 5 celsius. Product: NC1=NC(=CC(=[N+]1[O-])N)N1CCC=CC1 (2,4-diamino-6-[3,6-dihydro-1(2H)-pyridyl]pyrimidine-3-oxide). Reaction SMILES: [NH2:1][C:2]1[N+:7]([O-:8])=[C:6]([NH2:9])[CH:5]=[C:4](Cl)[N:3]=1.CC1C=CC=CC=1C.[NH:19]1[CH2:24][CH2:23][CH:22]=[CH:21][CH2:20]1.[OH-].[Na+]>O>[NH2:1][C:2]1[N+:7]([O-:8])=[C:6]([NH2:9])[CH:5]=[C:4]([N:19]2[CH2:20][CH:21]=[CH:22][CH2:23][CH2:24]2)[N:3]=1 |f:3.4|. Procedure: 155 G. of 2,4-diamino-6-chloropyrimidine-3-oxide are mixed under an argon atmosphere with 640 ml. of o-xylene and 260 ml. of 1,2,5,6-tetrahydropyridine and the mixture is stirred. The mixture is then heated to reflux for 30 minutes, the internal temperature rising from 115° C. to 123° C. The mixture is then cooled to 5° C., treated with 40 g. of sodium hydroxide in 400 ml. of water and stirred at 5° C. for 1 hour. The precipitate formed is filtered off, washed with 200 ml. of water and recrystal... Reactants: CC=1C(NC(N(C1)C1=CC(=CC=C1)B1OC(C(O1)(C)C)(C)C)=O)=O (5-methyl-1-(3-(4,4,5,5-tetramethyl-1,3,2-dioxaborolan-2-yl)phenyl)pyrimidine-2,4(1H,3H)-dione), BrC=1SC2=C(N1)C=C(C(=C2C2=CC=C(C=C2)Cl)[C@@H](C(=O)OCC)OC(C)(C)C)C ((S)-ethyl 2-(2-bromo-7-(4-chlorophenyl)-5-methylbenzo[d]thiazol-6-yl)-2-tert-butoxyacetate), C([O-])([O-])=O.[K+].[K+] (potassium carbonate). The reagents and catalysts are C=1C=CC(=CC1)[P](C=2C=CC=CC2)(C=3C=CC=CC3)[Pd]([P](C=4C=CC=CC4)(C=5C=CC=CC5)C=6C=CC=CC6)([P](C=7C=CC=CC7)(C=8C=CC=CC8)C=9C=CC=CC9)[P](C=1C=CC=CC1)(C=1C=CC=CC1)C=1C=CC=CC1 (Pd(PPh3)4). The solvent is C(C)(=O)OCC (ethyl acetate). Yields the product C(C)(C)(C)O[C@H](C(=O)OCC)C1=C(C2=C(N=C(S2)C2=CC(=CC=C2)N2C(NC(C(=C2)C)=O)=O)C=C1C)C1=CC=C(C=C1)Cl ((S)-ethyl 2-tert-butoxy-2-(7-(4-chlorophenyl)-5-methyl-2-(3-(5-methyl-2,4-dioxo-3,4-dihydropyrimidin-1(2H)-yl)phenyl)benzo[d]thiazol-6-yl)acetate). RXN SMILES: [CH3:1][C:2]1[C:3](=[O:24])[NH:4][C:5](=[O:23])[N:6]([C:8]2[CH:13]=[CH:12][CH:11]=[C:10](B3OC(C)(C)C(C)(C)O3)[CH:9]=2)[CH:7]=1.Br[C:26]1[S:27][C:28]2[C:34]([C:35]3[CH:40]=[CH:39][C:38]([Cl:41])=[CH:37][CH:36]=3)=[C:33]([C@H:42]([O:48][C:49]([CH3:52])([CH3:51])[CH3:50])[C:43]([O:45][CH2:46][CH3:47])=[O:44])[C:32]([CH3:53])=[CH:31][C:29]=2[N:30]=1.C(=O)([O-])[O-].[K+].[K+]>C(OCC)(=O)C.C1C=CC([P]([Pd]([P](C2C=CC=CC=2)(C2C=CC=CC=2)C2C=CC=CC=2)([P](C2C=CC=CC=2)(C2C=CC=CC=2)C2C=CC=CC=2)[P](C2C=CC=CC=2)(C2C=CC=CC=2)C2C=CC=CC=2)(C2C=CC=CC=2)C2C=CC=CC=2)=CC=1>[C:49]([O:48][C@@H:42]([C:33]1[C:32]([CH3:53])=[CH:31][C:29]2[N:30]=[C:26]([C:10]3[CH:11]=[CH:12][CH:13]=[C:8]([N:6]4[CH:7]=[C:2]([CH3:1])[C:3](=[O:24])[NH:4][C:5]4=[O:23])[CH:9]=3)[S:27][C:28]=2[C:34]=1[C:35]1[CH:36]=[CH:37][C:38]([Cl:41])=[CH:39][CH:40]=1)[C:43]([O:45][CH2:46][CH3:47])=[O:44])([CH3:50])([CH3:51])[CH3:52] |f:2.3.4,^1:69,71,90,109|. Procedure details: A mixture 5-methyl-1-(3-(4,4,5,5-tetramethyl-1,3,2-dioxaborolan-2-yl)phenyl)pyrimidine-2,4(1H,3H)-dione (50 mg, 0.154 mmol), (S)-ethyl 2-(2-bromo-7-(4-chlorophenyl)-5-methylbenzo[d]thiazol-6-yl)-2-tert-butoxyacetate (51 mg, 0.103 mmol), Pd(PPh3)4 (12 mg, 0.01034 mmol) and 2M potassium carbonate (0.15 mL, 0.309 mmol) was heated at 105-120° C. for 5 h. Reaction mixture was stirred over the weekend at rt, diluted with ethyl acetate and washed with brine, dried (MgSO4), filtered, concentrated and pu... Starting materials: CN=C=O (methyl isocyanate), C(C)(C)(C)C1=CC(=CC=2C(C(OC21)=O)O)C (7-tert-butyl-3-hydroxy-5-methyl-3H-benzofuran-2-one), C(C)(C)(C)C1=CC(=CC=2C(C(OC21)=O)O)C (7-tert-butyl-3-hydroxy-5-methyl-3H-benzofuran-2-one), CN=C=O (methyl isocyanate). The reagents and catalysts are CS(=O)(=O)O (methanesulfonic acid), CS(=O)(=O)O (methanesulfonic acid). Solvent: ClCCl (dichloromethane). Product: CNC(=O)OC1C(OC2=C1C=C(C=C2C(C)(C)C)C)=O (3-(N-methylcarbamoyloxy)-5-methyl-7-tert-butyl-3H-benzofuran-2-one). Isolated yield 64.2%. RXN SMILES: [C:1]([C:5]1[C:13]2[O:12][C:11](=[O:14])[CH:10]([OH:15])[C:9]=2[CH:8]=[C:7]([CH3:16])[CH:6]=1)([CH3:4])([CH3:3])[CH3:2].[CH3:17][N:18]=[C:19]=[O:20]>CS(O)(=O)=O.ClCCl>[CH3:17][NH:18][C:19]([O:15][CH:10]1[C:9]2[CH:8]=[C:7]([CH3:16])[CH:6]=[C:5]([C:1]([CH3:4])([CH3:3])[CH3:2])[C:13]=2[O:12][C:11]1=[O:14])=[O:20]. Procedure details: A mixture of 5.5 g (25.0 mmol) of 7-tert-butyl-3-hydroxy-5-methyl-3H-benzofuran-2-one (compound (202), Example la), 3 ml (50.0 mmol) of methyl isocyanate and 2 drops of methanesulfonic acid are refluxed for 3 114 hours. Then a further 3 ml (50.0 mmol) of methyl isocyanate and 2 drops of methanesulfonic acid are added. The reaction mixture is refluxed for another 16 hours, then cooled, diluted with dichloromethane and washed with water and a 5% aqueous solution of sodium hydrogencarbonate. The or... The reactants are C1(=CC=C(C=C1)S(=O)(=O)CCOC(CCC1=C(C=CC=C1)OC)=O)C (3-(2-methoxyphenyl)propionic acid 2-(toluene-4-sulfonyl)ethyl ester), C1(=CC=C(C=C1)S(=O)(=O)CCOC(CCC1=C(C=CC=C1)OC)=O)C (3-(2-methoxyphenyl)propionic acid 2-(toluene-4-sulfonyl)ethyl ester), ClS(=O)(=O)O (chlorosulfonic acid). The solvent is C(Cl)Cl (CH2Cl2). Conditions: temperature 0 celsius, time 30 minute. Yields the product C1(=CC=C(C=C1)S(=O)(=O)CCOC(CCC1=C(C=CC(=C1)S(=O)(=O)Cl)OC)=O)C (3-(5-chlorosulfonyl-2-methoxyphenyl)propionic acid 2-(toluene-4-sulfonyl)ethyl ester). Yield: 73.9%. As a reaction SMILES: [C:1]1([CH3:25])[CH:6]=[CH:5][C:4]([S:7]([CH2:10][CH2:11][O:12][C:13](=[O:24])[CH2:14][CH2:15][C:16]2[CH:21]=[CH:20][CH:19]=[CH:18][C:17]=2[O:22][CH3:23])(=[O:9])=[O:8])=[CH:3][CH:2]=1.[Cl:26][S:27](O)(=[O:29])=[O:28]>C(Cl)Cl>[C:1]1([CH3:25])[CH:6]=[CH:5][C:4]([S:7]([CH2:10][CH2:11][O:12][C:13](=[O:24])[CH2:14][CH2:15][C:16]2[CH:21]=[C:20]([S:27]([Cl:26])(=[O:29])=[O:28])[CH:19]=[CH:18][C:17]=2[O:22][CH3:23])(=[O:8])=[O:9])=[CH:3][CH:2]=1. Reported procedure: To a mixture of 3-(2-methoxyphenyl)propionic acid 2-(toluene-4-sulfonyl)ethyl ester (Intermediate 59, 5.0 g, 13.8 mmol) and 5 mL of CH2Cl2 was added dropwise chlorosulfonic acid (8.0 g, 69.0 mmol, 5.0 eq) with ice-bath cooling. The mixture was stirred at 0° C. for 30 min. The resulting thick oil was poured onto crushed ice with vigorous stirring. The mixture was extracted with EtOAc. The organic layer was dried over MgSO4, and concentrated by evaporation to give a thick oil, which was purified b... The reactants are O=C(CCl)c1ccccc1, O=CC(O)C(O)C(O)CO, O=CC(O)C(O)C(O)CO. Product: COC1OC(CO)C(O)C1O. RXN SMILES: [CH2:1]([Cl:2])[C:3]([c:4]1[cH:5][cH:6][cH:7][cH:8][cH:9]1)=[O:10].[O:11]=[CH:12][CH:13]([OH:14])[CH:15]([OH:16])[CH:17]([OH:18])[CH2:19][OH:20].[O:21]=[CH:22][CH:23]([CH:24]([CH:25]([CH2:26][OH:27])[OH:28])[OH:29])[OH:30]>>[CH3:1][O:11][CH:12]1[CH:13]([OH:14])[CH:15]([OH:16])[CH:17]([CH2:19][OH:20])[O:18]1. Starting materials: C(CCCCC)S(=O)(=O)N (hexanesulfonamide), Cl (HCl), [OH-].[Na+] (sodium hydroxide), ClC1=CC=C(C=C1)N=C=O (4-chlorophenyl isocyanate). Run in CC(=O)C (acetone), CC(=O)C (acetone). Reaction conditions: time 3 hour. Product: ClC1=CC=C(C=C1)NC(=O)NS(=O)(=O)CCCCCC (N-(4-chlorophenyl)-N'-1-hexanesulfonylurea). Isolated yield 87.6%. Reaction SMILES: [CH2:1]([S:7]([NH2:10])(=[O:9])=[O:8])[CH2:2][CH2:3][CH2:4][CH2:5][CH3:6].[OH-].[Na+].[Cl:13][C:14]1[CH:19]=[CH:18][C:17]([N:20]=[C:21]=[O:22])=[CH:16][CH:15]=1.Cl>CC(C)=O>[Cl:13][C:14]1[CH:19]=[CH:18][C:17]([NH:20][C:21]([NH:10][S:7]([CH2:1][CH2:2][CH2:3][CH2:4][CH2:5][CH3:6])(=[O:9])=[O:8])=[O:22])=[CH:16][CH:15]=1 |f:1.2|. Procedure: The general method of procedure A was followed with hexanesulfonamide (10 g), acetone (200 ml), 1N sodium hydroxide (60 ml), and 4-chlorophenyl isocyanate (8.8 g) in acetone (50 ml). After three hours of stirring, 1N HCl (60 ml) was added followed by removal of acetone and collection of solid from the water. The solid was washed with water and dried at 65° C. under vacuum to provide 16 g of product.